This data is from the Open Reaction Database (ORD), a public repository of structured organic reaction records. The task is: describe an organic reaction: reactants, conditions, products, and yield Starting materials: manganous acetate tetrahydrate, [Mn](=O)(=O)(=O)[O-].[K+] (potassium permanganate), cupric acetate, C(CC(=O)C)(=O)OCC (ethyl acetoacetate). Solvent: C(C)(=O)O (acetic acid). Conditions: temperature 60 celsius. Product: C(=O)(OCC)C=1CC(OC1C)C=C (4-carbethoxy-5-methyl-2-vinyl-2,3-dihydrofuran). Isolated yield 99.0%. Reaction SMILES: [Mn]([O-])(=O)(=O)=O.[K+].[C:7]([O:13][CH2:14][CH3:15])(=[O:12])[CH2:8][C:9]([CH3:11])=[O:10]>C(O)(=O)C>[C:7]([C:8]1[CH2:11][CH:9]([CH:8]=[CH2:7])[O:10][C:9]=1[CH3:11])([O:13][CH2:14][CH3:15])=[O:12] |f:0.1|. Procedure details: 4-Carbethoxy-5-methyl-2-vinyl-2,3-dihydrofuran was prepared in accordance with the oxidative addition procedure described by Vinogradov et. al. in Izv. Akad Nauk SSR, Ser. Khimm, 1981, (9), 2088-84. For the reaction, 98 grams manganous acetate tetrahydrate was combined with 300 mls acetic acid in a glass reaction vessel. The mixture was heated to 60° C. with stirring and 15.8 grams potassium permanganate slowly added. The temperature was maintained below 70° C. during the addition and, when the ...